From a dataset of the Open Reaction Database (ORD), a public repository of structured organic reaction records. describe an organic reaction: reactants, conditions, products, and yield The reactants are BrCCNCCBr, Br, ClCCl, O=P(Cl)(Cl)Cl. Yields the product O=P(Cl)(Cl)N(CCBr)CCBr. As a reaction SMILES: [Br:2][CH2:3][CH2:4][NH:5][CH2:6][CH2:7][Br:8].[BrH:1].[Cl:14][CH2:15][Cl:16].[P:9](=[O:10])([Cl:11])([Cl:12])[Cl:13]>>[Br:2][CH2:3][CH2:4][N:5]([CH2:6][CH2:7][Br:8])[P:9](=[O:10])([Cl:11])[Cl:12]. The reactants are C(=O)O (formic acid), C(C1=CC=CC=C1)(=O)N1C2CNC(C1)CC2 (2-benzoyl-2,5-diazabicyclo[2.2.2]octane), aqueous solution, C=O (formaldehyde). Reaction conditions: temperature 0 celsius, time 3 hour. Product: C(C1=CC=CC=C1)(=O)N1C2CN(C(C1)CC2)C (2-benzoyl- 5-methyl-2,5-diazabicyclo[2.2.2]octane). The yield is 100.3%. As a reaction SMILES: [CH:1](O)=O.[C:4]([N:12]1[CH2:17][CH:16]2[CH2:18][CH2:19][CH:13]1[CH2:14][NH:15]2)(=[O:11])[C:5]1[CH:10]=[CH:9][CH:8]=[CH:7][CH:6]=1.C=O>>[C:4]([N:12]1[CH2:17][CH:16]2[CH2:18][CH2:19][CH:13]1[CH2:14][N:15]2[CH3:1])(=[O:11])[C:5]1[CH:6]=[CH:7][CH:8]=[CH:9][CH:10]=1. Reported procedure: To 7.4 ml of 88% formic acid (0.17 mole) was added 14.6 g (0.0675 mole) of 2-benzoyl-2,5-diazabicyclo[2.2.2]octane with stirring at 0°C. A 36% aqueous solution of formaldehyde (6.0 ml, 0.078 mole) was added, and, after visible gas evolution had ceased, the mixture was heated at 80°C until renewed gas evolution has stopped (1 hour). After 3 hours at 90°-100°C, volatiles were removed in vacuo. The residue was dissolved in water, made alkaline with 20% aqueous sodium hydroxide, and extracted with c... Starting materials: NC1=NNC=N1 (3-Amino-1H-1,2,4-triazole), CN=C=S (methyl isothiocyanate). The solvent is CN(C=O)C (dimethylformamide). Yields the product NC1=NC=NN1C(=S)NC (5-Amino-1-[methylamino(thiocarbonyl)]-1H-1,2,4-triazole). Yield: 18.3%. RXN SMILES: [NH2:1][C:2]1[N:6]=[CH:5][NH:4][N:3]=1.[CH3:7][N:8]=[C:9]=[S:10]>CN(C)C=O>[NH2:1][C:2]1[N:3]([C:9]([NH:8][CH3:7])=[S:10])[N:4]=[CH:5][N:6]=1. Procedure: The synthesis method of Example 1-(3) was applied. 3-Amino-1H-1,2,4-triazole (3.91 g), dimethylformamide (20 ml) and methyl isothiocyanate (3.41 g) were used as reagents. After the reaction, the resulting substance was removed by filtration and the filtrate was extracted with ethyl acetate, after which the obtained white solid was recrystallized from ethanol and ethyl acetate to give 1.34 g of yellow crystals (yield 18%). The reactants are CS(C)=O, CC1CNCC(C)N1, CO, ClCCl, CNc1ncc(-c2nc(N3CCOCC3)c3nc(Cl)n(CC4CC4)c3n2)cn1. Product: CNc1ncc(-c2nc(N3CCOCC3)c3nc(N4CC(C)NC(C)C4)n(CC4CC4)c3n2)cn1. RXN SMILES: [CH3:1][S:2](=[O:3])[CH3:4].[CH3:33][CH:34]1[NH:35][CH:36]([CH3:40])[CH2:37][NH:38][CH2:39]1.[CH3:41][OH:42].[Cl:43][CH2:44][Cl:45].[Cl:5][c:6]1[n:7]([CH2:29][CH:30]2[CH2:31][CH2:32]2)[c:8]2[n:9][c:10](-[c:21]3[cH:22][n:23][c:24]([NH:27][CH3:28])[n:25][cH:26]3)[n:11][c:12]([N:15]3[CH2:16][CH2:17][O:18][CH2:19][CH2:20]3)[c:13]2[n:14]1>>[c:6]1([N:38]2[CH2:37][CH:36]([CH3:40])[NH:35][CH:34]([CH3:33])[CH2:39]2)[n:7]([CH2:29][CH:30]2[CH2:31][CH2:32]2)[c:8]2[n:9][c:10](-[c:21]3[cH:22][n:23][c:24]([NH:27][CH3:28])[n:25][cH:26]3)[n:11][c:12]([N:15]3[CH2:16][CH2:17][O:18][CH2:19][CH2:20]3)[c:13]2[n:14]1. As a reaction SMILES: [Br:1][C:2]1[CH:3]=[C:4]([S:8]([N:11]2[CH:15]=[CH:14][C:13](/[CH:16]=[CH:17]/[C:18]([OH:20])=O)=[CH:12]2)(=[O:10])=[O:9])[CH:5]=[CH:6][CH:7]=1.CN(C=O)C.C1C=CC2N(O)N=NC=2C=1.[O:36]1[CH2:41][CH2:40][CH2:39][CH2:38][CH:37]1[O:42][NH2:43]>C(Cl)CCl.C(N(CC)CC)C.O>[Br:1][C:2]1[CH:3]=[C:4]([S:8]([N:11]2[CH:15]=[CH:14][C:13](/[CH:16]=[CH:17]/[C:18]([NH:43][O:42][CH:37]3[CH2:38][CH2:39][CH2:40][CH2:41][O:36]3)=[O:20])=[CH:12]2)(=[O:9])=[O:10])[CH:5]=[CH:6][CH:7]=1. Solvent: C(C)N(CC)CC (triethylamine), O (H2O), C(CCl)Cl (EDC). The reactants are BrC=1C=C(C=CC1)S(=O)(=O)N1C=C(C=C1)/C=C/C(=O)O ((E)-3-[1-(3-bromo-benzenesulfonyl)-1H-pyrrol-3-yl]-acrylic acid), CN(C)C=O (DMF), C=1C=CC2=C(C1)N=NN2O (HOBt), O1C(CCCC1)ON (O-(tetrahydro-2H-pyran-2-yl)hydroxylamine). Product: BrC=1C=C(C=CC1)S(=O)(=O)N1C=C(C=C1)/C=C/C(=O)NOC1OCCCC1 ((E)-3-[1-(3-Bromo-benzenesulfonyl)-1H-pyrrol-3-yl]-N-(tetrahydro-pyran-2-yloxy)-acrylamide). Reaction conditions: time 0.5 hour. Procedure details: A mixture of 6.1 g (E)-3-[1-(3-bromo-benzenesulfonyl)-1H-pyrrol-3-yl]-acrylic acid with 300 ml DMF and 2.6 g HOBt.H2O and 24.0 ml triethylamine is stirred at ambient temperature for 0.5 h. Then 9.8 g EDC.HCL is added and the suspension is stirred again at ambient temperature for 0.5 h. After that 2.0 g O-(tetrahydro-2H-pyran-2-yl)hydroxylamine are added and the suspension is stirred at ambient temperature for 24 h. The DMF is evaporated and the residue is extracted with ethyl acetate and water. ... Reactants: C(C=C)(=O)OC (Methyl acrylate), CuBr, N1=C(C=CC=C1)C1=NC=CC=C1 (2,2′-bipyridyl), C(C)OC(C(C)(C)Br)=O (ethyl-2-bromoisobutyrate), C(C(=C)C)(=O)OC (methyl methacrylate). The solvent is C=CC1=CC=CC=C1 (styrene). Run at temperature 95 celsius. The product is C(C=C)(=O)OC.C=CC1=CC=CC=C1 (Methyl Acrylate Styrene). Reaction SMILES: N1C=[CH:5][CH:4]=[CH:3][C:2]=1[C:7]1[CH:12]=[CH:11][CH:10]=CN=1.[CH2:13]([O:15][C:16](=[O:21])[C:17](Br)(C)[CH3:18])C.C(OC)(=O)C=C.C(OC)(=O)C(C)=C>C=CC1C=CC=CC=1>[C:16]([O:15][CH3:13])(=[O:21])[CH:17]=[CH2:18].[CH2:5]=[CH:4][C:3]1[CH:2]=[CH:7][CH:12]=[CH:11][CH:10]=1 |f:5.6|. Procedure: In a third experiment, 0.063 g of CuBr, 0.205 g of 2,2′-bipyridyl and 0.64 ml of ethyl-2-bromoisobutyrate was added to 10 ml of styrene and the reaction mixture was heated to 95° C. Methyl acrylate was added to the reaction mixture at a rate of addition of 0.05 ml/min such that the final reaction mixture contained 90% of methyl methacrylate. Samples were withdrawn at certain time periods. From the composition data obtained from NMR measurements of these samples and from GPC measurement of the mo... Yields the product NC=1C2=C(N=CN1)N(C=C2C2=CC(=C(C=C2)NC(C2=CC=CC=C2)=O)O)C2CCCC2 (N-[4-(4-amino-7-cyclopentyl-7H-pyrrolo[2,3-d]pyrimidin-5-yl)-2-hydroxyphenyl]benzamide). Reaction conditions: temperature 0 celsius, time 1.5 hour. Run in ClCCl (dichloromethane), ClCCl (dichloromethane). Procedure: A solution of boron tribromide in dichloromethane (0.9 ml of a 1M solution) was added dropwise with stirring to a solution of the product from Example 32, N-[4-(4-amino-7-cyclopentyl-7H-pyrrolo[2,3-d]pyrimidin-5-yl)-2-methoxyphenyl]benzamide (130 mg) in dichloromethane (6 ml) at -10° C. under nitrogen, after the addition the reaction mixture was allowed to warm to 0° C. and stirred at 0° C. for 1.5 hours. The reaction mixture was quenched by the dropwise addition of saturated aqueous sodium bica... As a reaction SMILES: B(Br)(Br)Br.[NH2:5][C:6]1[C:7]2[C:14]([C:15]3[CH:20]=[CH:19][C:18]([NH:21][C:22](=[O:29])[C:23]4[CH:28]=[CH:27][CH:26]=[CH:25][CH:24]=4)=[C:17]([O:30]C)[CH:16]=3)=[CH:13][N:12]([CH:32]3[CH2:36][CH2:35][CH2:34][CH2:33]3)[C:8]=2[N:9]=[CH:10][N:11]=1>ClCCl>[NH2:5][C:6]1[C:7]2[C:14]([C:15]3[CH:20]=[CH:19][C:18]([NH:21][C:22](=[O:29])[C:23]4[CH:28]=[CH:27][CH:26]=[CH:25][CH:24]=4)=[C:17]([OH:30])[CH:16]=3)=[CH:13][N:12]([CH:32]3[CH2:33][CH2:34][CH2:35][CH2:36]3)[C:8]=2[N:9]=[CH:10][N:11]=1. The reactants are B(Br)(Br)Br (boron tribromide), solution, NC=1C2=C(N=CN1)N(C=C2C2=CC(=C(C=C2)NC(C2=CC=CC=C2)=O)OC)C2CCCC2 (N-[4-(4-amino-7-cyclopentyl-7H-pyrrolo[2,3-d]pyrimidin-5-yl)-2-methoxyphenyl]benzamide), NC=1C2=C(N=CN1)N(C=C2C2=CC(=C(C=C2)NC(C2=CC=CC=C2)=O)OC)C2CCCC2 (N-[4-(4-amino-7-cyclopentyl-7H-pyrrolo[2,3-d]pyrimidin-5-yl)-2-methoxyphenyl]benzamide). The reactants are ClCCl, O=[N+]([O-])c1cccc(S(=O)(=O)Cl)c1, COc1ccc(S(=O)(=O)C(F)(F)F)cc1S(=O)(=O)Nc1ccccc1N, c1ccncc1. Yields the product COc1ccc(S(=O)(=O)C(F)(F)F)cc1S(=O)(=O)Nc1ccccc1NS(=O)(=O)c1cccc([N+](=O)[O-])c1. RXN SMILES: [Cl:40][CH2:41][Cl:42].[N+:27](=[O:28])([O-:29])[c:30]1[cH:31][c:32]([S:36](=[O:37])(=[O:38])[Cl:39])[cH:33][cH:34][cH:35]1.[NH2:1][c:2]1[c:3]([NH:8][S:9](=[O:10])(=[O:11])[c:12]2[c:13]([O:25][CH3:26])[cH:14][cH:15][c:16]([S:18](=[O:19])(=[O:20])[C:21]([F:22])([F:23])[F:24])[cH:17]2)[cH:4][cH:5][cH:6][cH:7]1.[cH:43]1[cH:44][cH:45][n:46][cH:47][cH:48]1>>[NH:1]([c:2]1[c:3]([NH:8][S:9](=[O:10])(=[O:11])[c:12]2[c:13]([O:25][CH3:26])[cH:14][cH:15][c:16]([S:18](=[O:19])(=[O:20])[C:21]([F:22])([F:23])[F:24])[cH:17]2)[cH:4][cH:5][cH:6][cH:7]1)[S:36]([c:32]1[cH:31][c:30]([N+:27](=[O:28])[O-:29])[cH:35][cH:34][cH:33]1)(=[O:37])=[O:38]. Starting materials: FC1=CC=C(C=C1)C(C1CCNCC1)C1=CC=C(C=C1)F (4-[bis(4-fluorophenyl)methyl]piperidine), base, ClC1=C(C(=CC=C1)Cl)OCCCCl (1,3-dichloro-2-(3-chloropropoxy)benzene), C([O-])([O-])=O.[K+].[K+] (potassium carbonate), [I-].[K+] (potassium iodide). Solvent: C(CCC)O (1-butanol), CO (methanol). The product is FC1=CC=C(C=C1)C(C1CCN(CC1)CCCOC1=C(C=CC=C1Cl)Cl)C1=CC=C(C=C1)F (4-[Bis(4-fluorophenyl)methyl]-1-[3-(2,6-dichlorophenoxy)propyl]piperidine). As a reaction SMILES: [F:1][C:2]1[CH:7]=[CH:6][C:5]([CH:8]([C:15]2[CH:20]=[CH:19][C:18]([F:21])=[CH:17][CH:16]=2)[CH:9]2[CH2:14][CH2:13][NH:12][CH2:11][CH2:10]2)=[CH:4][CH:3]=1.[Cl:22][C:23]1[CH:28]=[CH:27][CH:26]=[C:25]([Cl:29])[C:24]=1[O:30][CH2:31][CH2:32][CH2:33]Cl.C(=O)([O-])[O-].[K+].[K+].[I-].[K+]>CO.C(O)CCC>[F:21][C:18]1[CH:17]=[CH:16][C:15]([CH:8]([C:5]2[CH:6]=[CH:7][C:2]([F:1])=[CH:3][CH:4]=2)[CH:9]2[CH2:14][CH2:13][N:12]([CH2:33][CH2:32][CH2:31][O:30][C:24]3[C:25]([Cl:29])=[CH:26][CH:27]=[CH:28][C:23]=3[Cl:22])[CH2:11][CH2:10]2)=[CH:20][CH:19]=1 |f:2.3.4,5.6|. Procedure: A mixture of 4-[bis(4-fluorophenyl)methyl]piperidine (free base 6.90 g, 0.024 mole), 1,3-dichloro-2-(3-chloropropoxy)benzene (5.72 g, 0.024 mole), and potassium carbonate (5.54 g, 0.04 mole) was heated overnight at gentle reflux in 350 m l of 1-butanol containing potassium iodide (0.2 g). The reaction was concentrated to dryness. The residue was partitioned several times between chloroform and water. The chloroform layer was dried, filtered, and solvent removed to give an oil. The oil was placed...